From a dataset of the Open Reaction Database (ORD), a public repository of structured organic reaction records. describe an organic reaction: reactants, conditions, products, and yield Reactants: Brc1cnc2[nH]ccc2c1, [H-], [Na+], CN(C)C=O, O, O=S(=O)(Cl)c1ccccc1. The product is O=S(=O)(c1ccccc1)n1ccc2cc(Br)cnc21. RXN SMILES: [Br:1][c:2]1[cH:3][c:4]2[c:5]([n:6][cH:7]1)[nH:8][cH:9][cH:10]2.[H-:12].[Na+:11].[O:24]=[CH:25][N:26]([CH3:27])[CH3:28].[OH2:23].[c:13]1([S:19](=[O:20])(=[O:21])[Cl:22])[cH:14][cH:15][cH:16][cH:17][cH:18]1>>[Br:1][c:2]1[cH:3][c:4]2[c:5]([n:6][cH:7]1)[n:8]([S:19]([c:13]1[cH:14][cH:15][cH:16][cH:17][cH:18]1)(=[O:20])=[O:21])[cH:9][cH:10]2. The reactants are FC(C(=O)O)(F)F (Trifluoroacetic acid), C1=NC=C(C2=CC=CC=C12)C1=CC(=C(C(=O)OC(C)(C)C)C=C1)NC(=O)C=1C=NC=C(C1)C1=CC=CC=C1 (tert-butyl 4-(isoquinolin-4-yl)-2-(5-phenylpyridine-3-carboxamido)benzoate). Reaction conditions: time 4 hour. The product is C1=NC=C(C2=CC=CC=C12)C1=CC(=C(C(=O)O)C=C1)NC(=O)C=1C=NC=C(C1)C1=CC=CC=C1 (4-(isoquinolin-4-yl)-2-(5-phenylpyridine-3-carboxamido)benzoic acid). Isolated yield 91.2%. As a reaction SMILES: FC(F)(F)C(O)=O.[CH:8]1[C:17]2[C:12](=[CH:13][CH:14]=[CH:15][CH:16]=2)[C:11]([C:18]2[CH:30]=[CH:29][C:21]([C:22]([O:24]C(C)(C)C)=[O:23])=[C:20]([NH:31][C:32]([C:34]3[CH:35]=[N:36][CH:37]=[C:38]([C:40]4[CH:45]=[CH:44][CH:43]=[CH:42][CH:41]=4)[CH:39]=3)=[O:33])[CH:19]=2)=[CH:10][N:9]=1>>[CH:8]1[C:17]2[C:12](=[CH:13][CH:14]=[CH:15][CH:16]=2)[C:11]([C:18]2[CH:30]=[CH:29][C:21]([C:22]([OH:24])=[O:23])=[C:20]([NH:31][C:32]([C:34]3[CH:35]=[N:36][CH:37]=[C:38]([C:40]4[CH:41]=[CH:42][CH:43]=[CH:44][CH:45]=4)[CH:39]=3)=[O:33])[CH:19]=2)=[CH:10][N:9]=1. Procedure details: Trifluoroacetic acid (5 mL) was added to the obtained tert-butyl 4-(isoquinolin-4-yl)-2-(5-phenylpyridine-3-carboxamido)benzoate (0.10 g), followed by stirring at room temperature for 4 hours. The solvent was evaporated under reduced pressure, and ethyl acetate and water were added to the residue. After adjusting the pH to 6.5 with a 2 mol/L aqueous solution of sodium hydroxide, the solid substance was collected by filtration to obtain 81 mg of 4-(isoquinolin-4-yl)-2-(5-phenylpyridine-3-carboxam... Reactants: CCC(CN(C(=O)OC(C)(C)C)C(=O)OC(C)(C)C)N1C(=O)C(C)(CC(=O)OC)CC(c2cccc(Cl)c2)C1c1ccc(Cl)cc1, Cl, C1COCCO1. Product: CCC(CN)N1C(=O)C(C)(CC(=O)OC)CC(c2cccc(Cl)c2)C1c1ccc(Cl)cc1. RXN SMILES: [C:1]([O:2][C:3]([N:8]([C:4]([O:5][C:6]([CH3:7])([CH3:40])[CH3:41])=[O:42])[CH2:9][CH:10]([CH2:11][CH3:12])[N:13]1[C:14](=[O:39])[C:15]([CH3:33])([CH2:34][C:35](=[O:36])[O:37][CH3:38])[CH2:16][CH:17]([c:26]2[cH:27][c:28]([Cl:32])[cH:29][cH:30][cH:31]2)[CH:18]1[c:19]1[cH:20][cH:21][c:22]([Cl:25])[cH:23][cH:24]1)=[O:43])([CH3:44])([CH3:45])[CH3:46].[ClH:47].[O:48]1[CH2:49][CH2:50][O:51][CH2:52][CH2:53]1>>[NH2:8][CH2:9][CH:10]([CH2:11][CH3:12])[N:13]1[C:14](=[O:39])[C:15]([CH3:33])([CH2:34][C:35](=[O:36])[O:37][CH3:38])[CH2:16][CH:17]([c:26]2[cH:27][c:28]([Cl:32])[cH:29][cH:30][cH:31]2)[CH:18]1[c:19]1[cH:20][cH:21][c:22]([Cl:25])[cH:23][cH:24]1. Reactants: C(C1=CC=CC=C1)N1CCC(CC1)(C#N)C1=CC=CC=C1 (1-N-Benzyl-4-phenyl-4-cyanopiperidine), [H-].[Al+3].[Li+].[H-].[H-].[H-] (lithium aluminum hydride). The solvent is C1CCOC1 (THF). Reaction conditions: time 12 hour. Yields the product C(C1=CC=CC=C1)N1CCC(CC1)(CN)C1=CC=CC=C1 (1-N-Benzyl-4-phenyl-4-aminomethylpiperidine). As a reaction SMILES: [CH2:1]([N:8]1[CH2:13][CH2:12][C:11]([C:16]2[CH:21]=[CH:20][CH:19]=[CH:18][CH:17]=2)([C:14]#[N:15])[CH2:10][CH2:9]1)[C:2]1[CH:7]=[CH:6][CH:5]=[CH:4][CH:3]=1.[H-].[Al+3].[Li+].[H-].[H-].[H-]>C1COCC1>[CH2:1]([N:8]1[CH2:13][CH2:12][C:11]([C:16]2[CH:21]=[CH:20][CH:19]=[CH:18][CH:17]=2)([CH2:14][NH2:15])[CH2:10][CH2:9]1)[C:2]1[CH:3]=[CH:4][CH:5]=[CH:6][CH:7]=1 |f:1.2.3.4.5.6|. Procedure: To a solution of 4.5 g of 1-N-Benzyl-4-phenyl-4-cyanopiperidine (16.3 mmol, Fisher Scientific) in 50 mL of THF was added 49 mL of lithium aluminum hydride (1 M in THF, 49 mmol) and the reaction mixture was stirred for 12 hr at rt. The reaction was quenched by the addition of 5 mL of water, 5 mL of 15% solution of NaOH followed by 5 mL of water. The organic fraction was dried over MgSO4, filtered and the filtrate was concentrated to give the title compound which was used without further purificat... Reaction SMILES: [CH3:1][C:2]([CH3:4])=[O:3].[OH:5][CH2:6][C:7]([C@H:9]([C@@H:11]([C@@H:13]([CH2:15][OH:16])O)[OH:12])[OH:10])=[O:8].[Sb](Cl)(Cl)(Cl)(Cl)Cl.N1C=C[CH:26]=[CH:25][CH:24]=1>>[CH3:1][C:2]1([CH3:4])[O:12][C@@H:11]2[C@@H:13]([CH2:15][O:16][C@@:7]3([CH2:6][OH:5])[O:8][C:25]([CH3:26])([CH3:24])[O:10][C@H:9]32)[O:3]1. Procedure details: To 200 ml of acetone were added 10.0 g of D-fructose and 89.7 mg of antimony pentachloride, and the mixture was refluxed with stirring in a water bath of 60° C. for 8 hours. During this reaction, the refluxing solvent was dried with 20 g of Molecular Sieves 3A interposed between the reaction vessel and the condenser. After completion of the reaction, a small amount of pyridine was added to the reaction mixture, and the acetone was distilled off under reduced pressure. The residue was dissolved i... The reactants are CC(=O)C (acetone), OCC(=O)[C@@H](O)[C@H](O)[C@H](O)CO (D-fructose), [Sb](Cl)(Cl)(Cl)(Cl)Cl (antimony pentachloride), N1=CC=CC=C1 (pyridine). The yield is 83.7%. Conditions: temperature 60 celsius, time 8 hour. Yields the product CC1(O[C@@H]2CO[C@@]3([C@H]([C@@H]2O1)OC(O3)(C)C)CO)C (2,3:4,5-di-O-isopropylidene-β-D-fructopyranose). Reaction SMILES: [NH:1]([C:23]([O:25][CH2:26][C:27]1[CH:32]=[CH:31][CH:30]=[CH:29][CH:28]=1)=[O:24])[C@H:2]([C:20]([OH:22])=O)[CH2:3][CH2:4][CH2:5][NH:6][C:7](=[NH:19])[NH:8][S:9]([C:12]1[CH:18]=[CH:17][C:15]([CH3:16])=[CH:14][CH:13]=1)(=[O:11])=[O:10].CN1CCOCC1.ClC(OCC)=O.[NH2:46][C@H:47]([C:56]([NH:58][C@H:59]([C:66]([NH:68][C@H:69]([C:71]([OH:73])=[O:72])[CH3:70])=[O:67])[CH2:60][O:61][C:62]([CH3:65])([CH3:64])[CH3:63])=[O:57])[CH2:48][C:49](=[O:55])[O:50][C:51]([CH3:54])([CH3:53])[CH3:52]>CN(C)C=O>[NH:1]([C:23]([O:25][CH2:26][C:27]1[CH:28]=[CH:29][CH:30]=[CH:31][CH:32]=1)=[O:24])[C@H:2]([C:20]([NH:46][C@H:47]([C:56]([NH:58][C@H:59]([C:66]([NH:68][C@H:69]([C:71]([OH:73])=[O:72])[CH3:70])=[O:67])[CH2:60][O:61][C:62]([CH3:63])([CH3:64])[CH3:65])=[O:57])[CH2:48][C:49](=[O:55])[O:50][C:51]([CH3:52])([CH3:54])[CH3:53])=[O:22])[CH2:3][CH2:4][CH2:5][NH:6][C:7](=[NH:19])[NH:8][S:9]([C:12]1[CH:18]=[CH:17][C:15]([CH3:16])=[CH:14][CH:13]=1)(=[O:10])=[O:11]. Solvent: CN(C=O)C (dimethylformamide), CN(C=O)C (dimethylformamide). Yield: 89.6%. Reactants: N[C@@H](CC(OC(C)(C)C)=O)C(=O)N[C@@H](COC(C)(C)C)C(=O)N[C@@H](C)C(=O)O (H-Asp(OBut)-Ser(But)-Ala-OH), N([C@@H](CCCNC(NS(=O)(=O)C1=CC=C(C)C=C1)=N)C(=O)O)C(=O)OCC1=CC=CC=C1 (Z-Arg(Tos)-OH), CN1CCOCC1 (N-methylmorpholine), ClC(=O)OCC (ethyl chloroformate), CN1CCOCC1 (N-methylmorpholine). Reported procedure: In 290 ml of dimethylformamide is dissolved 16.2 g (35 millimoles) of Z-Arg(Tos)-OH, and 3.85 ml of N-methylmorpholine is added to the solution and the mixture is cooled to -5° C. Then, 3.35 ml of ethyl chloroformate is dropped to the mixture under agitation and the mixture is stirred for 15 minutes and is then mixed with a cooled liquid formed by suspending 15.5 g (38.5 millimoles) of H-Asp(OBut)-Ser(But)-Ala-OH (having a melting point of 122° to 133° C.) in 290 ml of dimethylformamide and addi... Run at temperature -5 celsius, time 15 minute. Yields the product N([C@@H](CCCNC(NS(=O)(=O)C1=CC=C(C)C=C1)=N)C(=O)N[C@@H](CC(OC(C)(C)C)=O)C(=O)N[C@@H](COC(C)(C)C)C(=O)N[C@@H](C)C(=O)O)C(=O)OCC1=CC=CC=C1 (Z-Arg(Tos)-Asp(OBut)-Ser(But)-Ala-OH).